From a dataset of the Open Reaction Database (ORD), a public repository of structured organic reaction records. describe an organic reaction: reactants, conditions, products, and yield Starting materials: CS(=O)(=O)OC1=CC=C2C(=N1)N(C(=N2)O)C2=C(C=CC=C2)Br (3-(2-bromophenyl)-2-hydroxy-3H-imidazo[4,5-b]pyridin-5-yl methanesulfonate), O=P(Cl)(Cl)Cl (POCl3). Product: BrC1=C(C=CC=C1)N1C(=NC=2C1=NC(=CC2)O)Cl (3-(2-Bromophenyl)-2-chloro-3H-imidazo[4,5-b]pyridin-5-ol). As a reaction SMILES: CS([O:5][C:6]1[N:11]=[C:10]2[N:12]([C:16]3[CH:21]=[CH:20][CH:19]=[CH:18][C:17]=3[Br:22])[C:13](O)=[N:14][C:9]2=[CH:8][CH:7]=1)(=O)=O.O=P(Cl)(Cl)[Cl:25]>>[Br:22][C:17]1[CH:18]=[CH:19][CH:20]=[CH:21][C:16]=1[N:12]1[C:10]2=[N:11][C:6]([OH:5])=[CH:7][CH:8]=[C:9]2[N:14]=[C:13]1[Cl:25]. Reported procedure: From 3-(2-bromophenyl)-2-hydroxy-3H-imidazo[4,5-b]pyridin-5-yl methanesulfonate and POCl3, prepared in a similar manner as the one described in Example 1.136, the title compound was obtained. LCMS m/z=323.90 [M+H]+, 1H NMR (400 MHz, methanol-d4) δ ppm 6.72 (d, J=8.6 Hz, 1H), 7.57-7.65 (m, 3H), 7.90 (dd, J1=8.1 Hz, J2=1.2 Hz, 1H), 7.93 (d, J=8.6 Hz, 1H). Reactants: [Al+3], O=C(O)c1ccc(Br)c(Cl)c1, [Cl-], [Cl-], [Cl-], Cl, CN(C)C=O, O=S(Cl)Cl, c1ccccc1. The product is O=C(c1ccccc1)c1ccc(Br)c(Cl)c1. Reaction SMILES: [Al+3:25].[Br:1][c:2]1[c:3]([Cl:11])[cH:4][c:5]([C:6](=[O:7])[OH:8])[cH:9][cH:10]1.[Cl-:22].[Cl-:23].[Cl-:24].[ClH:26].[O:27]=[CH:28][N:29]([CH3:30])[CH3:31].[S:12]([Cl:13])([Cl:14])=[O:15].[cH:16]1[cH:17][cH:18][cH:19][cH:20][cH:21]1>>[Br:1][c:2]1[c:3]([Cl:11])[cH:4][c:5]([C:6](=[O:8])[c:16]2[cH:17][cH:18][cH:19][cH:20][cH:21]2)[cH:9][cH:10]1. Reactants: O=C1SC(=C(N1)C(F)(F)F)C(=O)OCC (ethyl 2,3-dihydro-2-oxo-4-trifluoromethyl-5-thiazole carboxylate), [OH-].[K+] (potassium hydroxide), C(C1=CC=CC=C1)Br (benzyl bromide). Reagents/catalysts: [Br-].C(CCC)[N+](CCCC)(CCCC)CCCC (tetrabutyl-ammonium bromide). The solvent is C1(=CC=CC=C1)C (toluene). The product is O=C1SC(=C(N1CC1=CC=CC=C1)C(F)(F)F)C(=O)OCC (Ethyl [2,3-dihydro-2-oxo-3-benzyl-4-trifluoromethylthiazol-5-yl]-carboxylate). As a reaction SMILES: [O:1]=[C:2]1[NH:6][C:5]([C:7]([F:10])([F:9])[F:8])=[C:4]([C:11]([O:13][CH2:14][CH3:15])=[O:12])[S:3]1.[OH-].[K+].[CH2:18](Br)[C:19]1[CH:24]=[CH:23][CH:22]=[CH:21][CH:20]=1>[Br-].C([N+](CCCC)(CCCC)CCCC)CCC.C1(C)C=CC=CC=1>[O:1]=[C:2]1[N:6]([CH2:18][C:19]2[CH:24]=[CH:23][CH:22]=[CH:21][CH:20]=2)[C:5]([C:7]([F:8])([F:9])[F:10])=[C:4]([C:11]([O:13][CH2:14][CH3:15])=[O:12])[S:3]1 |f:1.2,4.5|. Procedure details: 5 g of ethyl (2,3-dihydro-2-oxo-4-trifluoromethyl-thiazol-5-yl)-carboxylate (CA Vol. 92 110 998P), 80 ml of toluene, 1.16 g of potassium hydroxide, 3.7 ml of benzyl bromide and 1.61 g of tetrabutyl-ammonium bromide were heated at 70° C. for 7 hours and the mixture was allowed to return to ambient temperature, and was decanted, washed and dried to obtain 7.2 g of product which was chromatographed on silica. Elution with a hexane-isopropyl ether mixture (8-2) yielded 5.46 g of the expected product... Starting materials: C[Si](C)(C)C=[N+]=[N-] ((trimethylsilyl)diazomethane), C[Si](C)(C)C=[N+]=[N-] ((trimethylsilyl)diazomethane), FC(C(C(=O)O)(C)C)(F)F (3,3,3-trifluoro-2,2-dimethylpropionic acid), C[Si](C)(C)C=[N+]=[N-] ((trimethylsilyl)diazomethane), solution. Run in ClCCl (dichloromethane), C(C)OCC (diethyl ether). Conditions: time 48 hour. Yields the product FC(C(C(=O)OC)(C)C)(F)F (methyl 3,3,3-trifluoro-2,2-dimethylpropanoate). RXN SMILES: [F:1][C:2]([F:10])([F:9])[C:3]([CH3:8])([CH3:7])[C:4]([OH:6])=[O:5].[CH3:11][Si](C=[N+]=[N-])(C)C>ClCCl.C(OCC)C>[F:1][C:2]([F:10])([F:9])[C:3]([CH3:8])([CH3:7])[C:4]([O:6][CH3:11])=[O:5]. Reported procedure: Reaction was carried out in two separate batches, employing 5 g of 3,3,3-trifluoro-2,2-dimethylpropionic acid in each batch. To a stirred solution of 3,3,3-trifluoro-2,2-dimethylpropionic acid (5 g, 32 mmol) in anhydrous dichloromethane (20 mL) at 0° C. (under an argon atmosphere), was added dropwise a solution of (trimethylsilyl)diazomethane (18 mL of a 2M solution in diethyl ether, 35 mmol) (gas evolution observed). The resulting yellow solution was allowed to warm to rt and stirred for a furt... The reactants are Cl (HCl), SC=1C=C(C=CC1)O (3-mercaptophenol), [N+](=O)([O-])C1=C(C=C(C(=C1)C)Br)C (2-nitro-5-bromo-p-xylene), C(=O)([O-])[O-].[K+].[K+] (K2CO3). Run in CN(C=O)C (N,N-dimethylformamide), O (H2O). Run at time 2 hour. Product: [N+](=O)([O-])C1=C(C=C(C(=C1)C)SC1=CC(=CC=C1)O)C (2-nitro-5-(3-hydroxyphenylthio)-p-xylene). Yield: 50.8%. As a reaction SMILES: [SH:1][C:2]1[CH:3]=[C:4]([OH:8])[CH:5]=[CH:6][CH:7]=1.[N+:9]([C:12]1[CH:17]=[C:16]([CH3:18])[C:15](Br)=[CH:14][C:13]=1[CH3:20])([O-:11])=[O:10].C([O-])([O-])=O.[K+].[K+].Cl>CN(C)C=O.O>[N+:9]([C:12]1[CH:17]=[C:16]([CH3:18])[C:15]([S:1][C:2]2[CH:7]=[CH:6][CH:5]=[C:4]([OH:8])[CH:3]=2)=[CH:14][C:13]=1[CH3:20])([O-:11])=[O:10] |f:2.3.4|. Reported procedure: A mixture of 18.9 g of 3-mercaptophenol (0.150 moles), 32.9 g of 2-nitro-5-bromo-p-xylene (0.143 moles) and K2CO3 (0.143 moles) in 95 ml of N,N-dimethylformamide is stirred at room temperature for 2 hours. A solution of HCl at 10% is added under stirring; the mixture is diluted with H2O and extracted with ethyl acetate. The organic phase is washed again with water, anhydrified on sodium sulfate, filtered and evaporated. 20 g of solid product are obtained, which is used as such for the subsequent... The reactants are CC1=NC(=NO1)C1=CC=C(C=C1)N (4-(5-methyl-[1,2,4]oxadiazol-3-yl)phenylamine), C[Si](C)(C)C#N (trimethylsilyl cyanide), [Si](C)(C)(C(C)(C)C)OC1=C(C=C(C=O)C=C1)OC (4-t-butyldimethylsilanyloxy-3-methoxybenzaldehyde), C(C)(=O)OCC (ethyl acetate). The reagents and catalysts are C(F)(F)(F)S(=O)(=O)[O-].C(F)(F)(F)S(=O)(=O)[O-].C(F)(F)(F)S(=O)(=O)[O-].[Yb+3] (Yb(OTf)3). Solvent: ClCCl (dichloromethane). Product: [Si](C)(C)(C(C)(C)C)OC1=C(C=C(C=C1)C(C#N)NC1=CC=C(C=C1)C1=NOC(=N1)C)OC ((4-t-butyldimethylsilanyloxy-3-methoxyphenyl)-[4-(5-methyl-[1,2,4]oxadiazol-3-yl)phenylamino]acetonitrile). As a reaction SMILES: [CH3:1][C:2]1[O:6][N:5]=[C:4]([C:7]2[CH:12]=[CH:11][C:10]([NH2:13])=[CH:9][CH:8]=2)[N:3]=1.C[Si]([C:18]#[N:19])(C)C.[Si:20]([O:27][C:28]1[CH:35]=[CH:34][C:31]([CH:32]=O)=[CH:30][C:29]=1[O:36][CH3:37])([C:23]([CH3:26])([CH3:25])[CH3:24])([CH3:22])[CH3:21].C(OCC)(=O)C>ClCCl.C(S([O-])(=O)=O)(F)(F)F.C(S([O-])(=O)=O)(F)(F)F.C(S([O-])(=O)=O)(F)(F)F.[Yb+3]>[Si:20]([O:27][C:28]1[CH:35]=[CH:34][C:31]([CH:32]([NH:13][C:10]2[CH:11]=[CH:12][C:7]([C:4]3[N:3]=[C:2]([CH3:1])[O:6][N:5]=3)=[CH:8][CH:9]=2)[C:18]#[N:19])=[CH:30][C:29]=1[O:36][CH3:37])([C:23]([CH3:26])([CH3:25])[CH3:24])([CH3:22])[CH3:21] |f:5.6.7.8|. Procedure details: After adding 3.12 g of 4-(5-methyl-[1,2,4]oxadiazol-3-yl)phenylamine, 3.3 g of MS3A, 1.11 g of Yb(OTf)3 and 4.75 ml of trimethylsilyl cyanide to a solution of 5.0 g of 4-t-butyldimethylsilanyloxy-3-methoxybenzaldehyde [CAS No. 69404-94-0] in 98 ml of dichloromethane under a nitrogen atmosphere, the mixture was stirred at room temperature for 23 hours. Next, 500 ml of ethyl acetate was added to the reaction mixture, the reaction mixture was filtered through celite, and the celite was washed with ... Yields the product COc1c(OC)c(OC)c2c(c1OC)c(=O)c1ccc(OCc3ccccc3)c(OC)c1n2C. The reactants are COc1c(OC)c(OC)c2c(=O)c3ccc(OCc4ccccc4)c(OC)c3[nH]c2c1OC, CI, CC(C)=O, [K+], [K+], O=C([O-])[O-]. Reaction SMILES: [CH2:1]([c:2]1[cH:3][cH:4][cH:5][cH:6][cH:7]1)[O:8][c:9]1[c:10]([O:32][CH3:33])[c:11]2[nH:12][c:13]3[c:14]([O:30][CH3:31])[c:15]([O:28][CH3:29])[c:16]([O:26][CH3:27])[c:17]([O:24][CH3:25])[c:18]3[c:19](=[O:23])[c:20]2[cH:21][cH:22]1.[CH3:40][I:41].[CH3:42][C:43](=[O:44])[CH3:45].[K+:34].[K+:35].[O-:36][C:37]([O-:38])=[O:39]>>[CH2:1]([c:2]1[cH:3][cH:4][cH:5][cH:6][cH:7]1)[O:8][c:9]1[c:10]([O:32][CH3:33])[c:11]2[n:12]([CH3:37])[c:13]3[c:14]([O:30][CH3:31])[c:15]([O:28][CH3:29])[c:16]([O:26][CH3:27])[c:17]([O:24][CH3:25])[c:18]3[c:19](=[O:23])[c:20]2[cH:21][cH:22]1. Starting materials: CC(C)C1NCCC1(O)C1CC1, N#Cc1c(F)cc(F)cc1F, [Li+], [Li+], O=C([O-])[O-]. Yields the product CC(C)C1N(c2cc(F)c(C#N)c(F)c2)CCC1(O)C1CC1. As a reaction SMILES: [CH:1]1([C:4]2([OH:12])[CH:5]([CH:9]([CH3:10])[CH3:11])[NH:6][CH2:7][CH2:8]2)[CH2:2][CH2:3]1.[F:13][c:14]1[c:15]([C:16]#[N:17])[c:18]([F:23])[cH:19][c:20]([F:22])[cH:21]1.[Li+:24].[Li+:25].[O-:26][C:27](=[O:28])[O-:29]>>[CH:1]1([C:4]2([OH:12])[CH:5]([CH:9]([CH3:10])[CH3:11])[N:6]([c:20]3[cH:19][c:18]([F:23])[c:15]([C:16]#[N:17])[c:14]([F:13])[cH:21]3)[CH2:7][CH2:8]2)[CH2:2][CH2:3]1. The reactants are CCCCCCC, Cc1ccccc1, CCOC(C)=O, CS(C)=O, O=C([O-])CCl, O=C(Cc1ccc(Cl)c(Cl)c1)OCc1ccccc1, Cl, [H-], [Na+], [Na+], O. Product: O=C(O)CC(C(=O)OCc1ccccc1)c1ccc(Cl)c(Cl)c1. Reaction SMILES: [CH3:29][CH2:30][CH2:31][CH2:32][CH2:33][CH2:34][CH3:35].[CH3:36][c:37]1[cH:38][cH:39][cH:40][cH:41][cH:42]1.[CH3:43][CH2:44][O:45][C:46](=[O:47])[CH3:48].[CH3:50][S:51]([CH3:52])=[O:53].[Cl:22][CH2:23][C:24](=[O:25])[O-:26].[Cl:3][c:4]1[cH:5][c:6]([CH2:11][C:12](=[O:13])[O:14][CH2:15][c:16]2[cH:17][cH:18][cH:19][cH:20][cH:21]2)[cH:7][cH:8][c:9]1[Cl:10].[ClH:28].[H-:1].[Na+:27].[Na+:2].[OH2:49]>>[Cl:3][c:4]1[cH:5][c:6]([CH:11]([C:12](=[O:13])[O:14][CH2:15][c:16]2[cH:17][cH:18][cH:19][cH:20][cH:21]2)[CH2:23][C:24](=[O:25])[OH:26])[cH:7][cH:8][c:9]1[Cl:10].